The task is: describe an organic reaction: reactants, conditions, products, and yield. This data is from the Open Reaction Database (ORD), a public repository of structured organic reaction records. Reactants: NC[C@H](C)O ((S)-1-amino-2-propanol), CC(C)([O-])C.[K+] (potassium tertiary butoxide), ClC1=NC=CC=C1 (2-Chloropyridine). The solvent is O1CCCC1 (tetrahydrofuran). Product: N1=C(C=CC=C1)NC[C@H](C)O ((S)-N-(2-pyridyl)-1-amino-2-propanol). Yield: 84.4%. As a reaction SMILES: [NH2:1][CH2:2][C@@H:3]([OH:5])[CH3:4].CC(C)([O-])C.[K+].Cl[C:13]1[CH:18]=[CH:17][CH:16]=[CH:15][N:14]=1>O1CCCC1>[N:14]1[CH:15]=[CH:16][CH:17]=[CH:18][C:13]=1[NH:1][CH2:2][C@@H:3]([OH:5])[CH3:4] |f:1.2|. Procedure: (S)-1-amino-2-propanol (43 g, 0.57M) was added to a stirred solution of potassium tertiary butoxide (64.2 g, 0.66M) in tetrahydrofuran (500 ml). 2-Chloropyridine (65.1 g 0.66M) was then added dropwise. After the exothermic reaction had subsided, the reaction was heated under reflux overnight, filtered to remove the potassium chloride and evaporated to an oil. The crude oil was dissolved in xylene (500 ml) and toluene-p-sulphonic acid (2 g) added and heated overnight under reflux under argon. Aft... Starting materials: O.C1(=CC=C(C=C1)S(=O)(=O)O)C (p-toluenesulfonic acid monohydrate), OC1C(CCOC2=C1C=CC=C2SC)C(=O)OCC (ethyl 5-hydroxy-9-methylthio-2,3,4,5-tetrahydro-1-benzoxepin-4-carboxylate). The solvent is C1(=CC=CC=C1)C (toluene), C(C)(=O)OCC (ethyl acetate). Product: CSC1=CC=CC=2C=C(CCOC21)C(=O)OCC (ethyl 2,3-dihydro-9-methylthio-1-benzoxepin-4-carboxylate). Isolated yield 85.7%. RXN SMILES: O.C1(C)C=CC(S(O)(=O)=O)=CC=1.O[CH:14]1[C:20]2[CH:21]=[CH:22][CH:23]=[C:24]([S:25][CH3:26])[C:19]=2[O:18][CH2:17][CH2:16][CH:15]1[C:27]([O:29][CH2:30][CH3:31])=[O:28]>C1(C)C=CC=CC=1.C(OCC)(=O)C>[CH3:26][S:25][C:24]1[C:19]2[O:18][CH2:17][CH2:16][C:15]([C:27]([O:29][CH2:30][CH3:31])=[O:28])=[CH:14][C:20]=2[CH:21]=[CH:22][CH:23]=1 |f:0.1|. Procedure: A solution of p-toluenesulfonic acid monohydrate (109 mg) and ethyl 5-hydroxy-9-methylthio-2,3,4,5-tetrahydro-1-benzoxepin-4-carboxylate (cis and trans mixture, 1.62 g) in toluene (32 ml) was heated to reflux for 1.5 hours. The reaction mixture was diluted with ethyl acetate, washed successively with saturated aqueous sodium hydrogen carbonate and brine, dried over magnesium sulfate, and evaporated in vacuo to give 1.60 g of crude product, which was purified by column chromatography on silica ge... Reactants: O1N=C(C2=C1C=CC=C2)CS(=O)(=O)O (1,2-Benzisoxazole-3-methanesulfonic acid), P(=O)(Cl)(Cl)Cl (phosphorous oxychloride). The solvent is xylenes. Product: C1=CC=C2C(=C1)C(=NO2)CS(=O)(=O)Cl (1,2-benzisoxazole-3-methanesulfonyl chloride). Reaction SMILES: [O:1]1[C:5]2[CH:6]=[CH:7][CH:8]=[CH:9][C:4]=2[C:3]([CH2:10][S:11]([OH:14])(=O)=[O:12])=[N:2]1.P(Cl)(Cl)([Cl:17])=O>>[CH:8]1[CH:9]=[C:4]2[C:3]([CH2:10][S:11]([Cl:17])(=[O:14])=[O:12])=[N:2][O:1][C:5]2=[CH:6][CH:7]=1. Reported procedure: 1,2-Benzisoxazole-3-methanesulfonic acid (1) (1.00 g, 4.7 mmol) was mixed with xylenes (10 mL) and phosphorous oxychloride (1.0 mL, 11 mmol) and heated to reflux until the reaction was complete. The mixture was filtered through CELITE™ and evaporated to dryness to yield 1,2-benzisoxazole-3-methanesulfonyl chloride (2) as a light brown solid. It was dissolved in ethyl acetate (10 mL), cooled in an ice-bath and treated with ammonia. Work-up analogous to example 2 gave pure zonisamide.